From a dataset of the Open Reaction Database (ORD), a public repository of structured organic reaction records. describe an organic reaction: reactants, conditions, products, and yield Starting materials: COC(=O)c1cnc(Cl)c([N+](=O)[O-])c1, ClCCl, COC(=O)C1CCCCN1. The product is COC(=O)c1cnc(N2CCCCC2C(=O)OC)c([N+](=O)[O-])c1. RXN SMILES: [Cl:1][c:2]1[n:3][cH:4][c:5]([C:6](=[O:7])[O:8][CH3:9])[cH:10][c:11]1[N+:12](=[O:13])[O-:14].[Cl:25][CH2:26][Cl:27].[NH:15]1[CH:16]([C:21](=[O:22])[O:23][CH3:24])[CH2:17][CH2:18][CH2:19][CH2:20]1>>[c:2]1([N:15]2[CH:16]([C:21](=[O:22])[O:23][CH3:24])[CH2:17][CH2:18][CH2:19][CH2:20]2)[n:3][cH:4][c:5]([C:6](=[O:7])[O:8][CH3:9])[cH:10][c:11]1[N+:12](=[O:13])[O-:14]. Reactants: C(CC1=CC=CC=C1)NC(C(=CC1=C(C=C(C(=C1)OC)OC)N)C)=O (3-(2-amino-4,5-dimethoxyphenyl)-2-methyl-2-propenoic acid phenethyl amide), C(C)OC(C(=CC1=CC=C2C(=C1)C=CC(=C2)N)C)=O (3-(2-amino-benzo[d]phenyl)-2-methyl-2-propenoic acid ethyl ester), Cl (hydrochloric acid), [OH-].[Na+] (sodium hydroxide). The solvent is O1CCCC1 (tetrahydrofuran). Yields the product NC=1C=CC=2C(=CC=C(C2)C=C(C(=O)O)C)C1 (3-(2-amino-benzo[d]phenyl)-2-methyl-2-propenoic acid). Isolated yield 98.0%. As a reaction SMILES: C(NC(=O)C(C)=CC1C=C(OC)C(OC)=CC=1N)CC1C=CC=CC=1.C([O:28][C:29](=[O:44])[C:30]([CH3:43])=[CH:31][C:32]1[CH:37]=[C:36]2[CH:38]=[CH:39][C:40]([NH2:42])=[CH:41][C:35]2=[CH:34][CH:33]=1)C.[OH-].[Na+].Cl>O1CCCC1>[NH2:42][C:40]1[CH:39]=[CH:38][C:36]2[C:35]([CH:41]=1)=[CH:34][CH:33]=[C:32]([CH:31]=[C:30]([CH3:43])[C:29]([OH:44])=[O:28])[CH:37]=2 |f:2.3|. Reported procedure: Into 10 ml of tetrahydrofuran (THF), 0.65 g of (E) 3-(2-amino-benzo[d]phenyl)-2-methyl-2-propenoic acid ethyl ester was dissolved; and, with 10 ml of a 1-N aqueous sodium hydroxide solution being added thereto, the mixture was reacted for 4 hours at 40° C. After the completion of the reaction, the reaction liquid was cooled with 10 ml of a 1-N aqueous hydrochloric acid solution being added thereto, and the precipitated crystal was filtered out, whereby 0.57 g of the aimed compound was obtained (... Reactants: ClC1=CC(=NN1C1=C(C=C(C(=C1)SCC(F)(F)F)C)F)OC(C(C(F)(F)F)F)(F)F (5-chloro 1-{2-fluoro-4-methyl-5-(2,2,2-trifluoroethylthio)phenyl}-3-(1,1,2,3,3,3-hexafluoropropoxy)pyrazole), ClC1=CC(=CC=C1)C(=O)OO (m-chloroperbenzoic acid). Solvent: C(Cl)(Cl)Cl (chloroform). Run at time 1 hour. Product: ClC1=CC(=NN1C1=C(C=C(C(=C1)S(=O)CC(F)(F)F)C)F)OC(C(C(F)(F)F)F)(F)F (5-chloro 1-{2-fluoro-4-methyl-5-(2,2,2-trifluoroethylsulfinyl)phenyl}-3-(1,1,2,3,3,3-hexafluoropropoxy)pyrazole). Isolated yield 103.3%. RXN SMILES: [Cl:1][C:2]1[N:6]([C:7]2[CH:12]=[C:11]([S:13][CH2:14][C:15]([F:18])([F:17])[F:16])[C:10]([CH3:19])=[CH:9][C:8]=2[F:20])[N:5]=[C:4]([O:21][C:22]([F:30])([F:29])[CH:23]([F:28])[C:24]([F:27])([F:26])[F:25])[CH:3]=1.ClC1C=CC=C(C(OO)=[O:39])C=1>C(Cl)(Cl)Cl>[Cl:1][C:2]1[N:6]([C:7]2[CH:12]=[C:11]([S:13]([CH2:14][C:15]([F:18])([F:17])[F:16])=[O:39])[C:10]([CH3:19])=[CH:9][C:8]=2[F:20])[N:5]=[C:4]([O:21][C:22]([F:30])([F:29])[CH:23]([F:28])[C:24]([F:25])([F:26])[F:27])[CH:3]=1. Procedure: 0.15 g of 5-chloro 1-{2-fluoro-4-methyl-5-(2,2,2-trifluoroethylthio)phenyl}-3-(1,1,2,3,3,3-hexafluoropropoxy)pyrazole was dissolved in 10 mL of chloroform, and 90mg of m-chloroperbenzoic acid (purity: 75%) was added under cooling with ice. After stirring for 1 hour under cooling with ice, the solution was washed with an aqueous sodium thiosulfate solution and then washed with an aqueous sodium hydrogen carbonate solution, and then dried over anhydrous sodium sulfate. The solvent was distilled of... Reactants: Cl (HCl), ClC=1C=C(C=CC1)C1CCC(C2=CC=C(C=C12)OC)=O (4-(3-Chlorophenyl)-6-methoxy-1-tetralone), O (water), [C-]#N.[Na+] (NaCN). The solvent is CS(=O)C (DMSO). Run at temperature 180 celsius. The product is ClC=1C=C(C=CC1)C1(CCCC2=CC=C(C=C12)OC)O (1-(3-Chlorophenyl)-7-methoxy-1,2,3,4-tetrahydronaphthol). Yield: 100.0%. Reaction SMILES: [Cl:1][C:2]1[CH:3]=[C:4]([CH:8]2[C:17]3[C:12](=[CH:13][CH:14]=[C:15]([O:18][CH3:19])[CH:16]=3)[C:11](=O)[CH2:10][CH2:9]2)[CH:5]=[CH:6][CH:7]=1.[C-]#N.[Na+].[OH2:24].Cl>CS(C)=O>[Cl:1][C:2]1[CH:3]=[C:4]([C:8]2([OH:24])[C:17]3[C:12](=[CH:13][CH:14]=[C:15]([O:18][CH3:19])[CH:16]=3)[CH2:11][CH2:10][CH2:9]2)[CH:5]=[CH:6][CH:7]=1 |f:1.2|. Procedure details: 4-(3-Chlorophenyl)-6-methoxy-1-tetralone (0.85 g, 3 mmol) is dissolved in DMSO (10 mL). Crushed NaCN (0.73 g, 15 mmol) is added, and the reaction is heated at 180° C. overnight. The reaction is then poured into water (70 mL) and acidified to pH 2 using concentrated HCl. The resulting brown solid (0.8 g, 100% yield) is filtered and dried in a vacuum oven at 50° C. for 2 hours. Starting materials: N1(N=CN=C1)C=1C=C(N)C=CC1 (3-(1H-1,2,4-triazol-1-yl)aniline), C1(CC1)CN(C1=CC(=NC=N1)C(=O)O)CCC (6-[(cyclopropylmethyl)(propyl)amino]pyrimidine-4-carboxylic acid), C1(CC1)CN(C1=CC(=NC=N1)C(=O)O)CCC (6-[(cyclopropylmethyl)(propyl)amino]pyrimidine-4-carboxylic acid), C(C)(C)N(CC)C(C)C (diisopropylethylamine), ClC(=O)OC (methyl chloroformate). Solvent: C(Cl)Cl (DCM). Reaction conditions: temperature 0 celsius, time 15 minute. Product: C1(CC1)CN(C1=CC(=NC=N1)C(=O)NC1=CC(=CC=C1)N1N=CN=C1)CCC (6-[(cyclopropylmethyl)(propyl)amino]-N-[3-(1H-1,2,4-triazol-1-yl)phenyl]pyrimidine-4-carboxamide). RXN SMILES: [CH:1]1([CH2:4][N:5]([CH2:15][CH2:16][CH3:17])[C:6]2[N:11]=[CH:10][N:9]=[C:8]([C:12]([OH:14])=O)[CH:7]=2)[CH2:3][CH2:2]1.C(N(C(C)C)CC)(C)C.ClC(OC)=O.[N:32]1([C:37]2[CH:38]=[C:39]([CH:41]=[CH:42][CH:43]=2)[NH2:40])[CH:36]=[N:35][CH:34]=[N:33]1>C(Cl)Cl>[CH:1]1([CH2:4][N:5]([CH2:15][CH2:16][CH3:17])[C:6]2[N:11]=[CH:10][N:9]=[C:8]([C:12]([NH:40][C:39]3[CH:41]=[CH:42][CH:43]=[C:37]([N:32]4[CH:36]=[N:35][CH:34]=[N:33]4)[CH:38]=3)=[O:14])[CH:7]=2)[CH2:2][CH2:3]1. Procedure details: A cooled (0° C.) solution of 6-(cyclopropylmethyl(propyl)amino)pyrimidine-4-carboxylic acid (Intermediate 21, 112 mg; 0.45 mmol) in DCM was treated with diisopropylethylamine (78.4 mL; 0.52 mmol) and methyl chloroformate (36.2 mL; 0.47 mmol). After stirring at 0° C. for 15 minutes, 3-(1H-1,2,4-triazol-1-yl)aniline (Maybridge, 108 mg; 0.67 mmol) was added and the mixture stirred for 72 hours. The solvent was evaporated and the compound purified by preparative HPLC to give the title compound as a ... The reactants are C(C1=CC=CC=C1)OCC1(CCC1)C(=O)OCC (ethyl 1-benzyloxymethylcyclobutanecarboxylate). Reagents/catalysts: [Pd] (palladium on carbon). Run in C(C)O (ethanol). Run at time 4 hour. Product: OCC1(CCC1)C(=O)OCC (Ethyl 1-hydroxymethylcyclobutanecarboxylate). RXN SMILES: C([O:8][CH2:9][C:10]1([C:14]([O:16][CH2:17][CH3:18])=[O:15])[CH2:13][CH2:12][CH2:11]1)C1C=CC=CC=1>[Pd].C(O)C>[OH:8][CH2:9][C:10]1([C:14]([O:16][CH2:17][CH3:18])=[O:15])[CH2:13][CH2:12][CH2:11]1. Procedure: A mixture of ethyl 1-benzyloxymethylcyclobutanecarboxylate (6.57 g, 26.5 mmol), 10% palladium on carbon (0.4 g) and ethanol (100 ml) was hydrogenated on a Parr Shaker for 4 hours. The catalyst was removed by filtration. The filtrate was evaporated in vacuo to leave the desired product as a colorless oil: NMR (CDCl3) δ32 1.26 (3H, t, J=7 Hz), 1.8~2.6 (6H, m), 2.61 (H, s), 3.78 (2H, s), 4.15 (2H, q, J=7 Hz).